Task: describe an organic reaction: reactants, conditions, products, and yield. Dataset: the Open Reaction Database (ORD), a public repository of structured organic reaction records Reactants: O=C1CCC(=O)N1Br, CN(C)C=O, O, CC1(C2CCc3cc(O)ccc3C2)COC(=O)N1. The product is CC1(C2CCc3c(ccc(O)c3Br)C2)COC(=O)N1. RXN SMILES: [Br:24][N:25]1[C:26](=[O:27])[CH2:28][CH2:29][C:30]1=[O:31].[CH3:19][N:20]([CH3:21])[CH:22]=[O:23].[OH2:32].[OH:1][c:2]1[cH:3][c:4]2[c:9]([cH:10][cH:11]1)[CH2:8][CH:7]([C:12]1([CH3:18])[NH:13][C:14](=[O:17])[O:15][CH2:16]1)[CH2:6][CH2:5]2>>[OH:1][c:2]1[c:3]([Br:24])[c:4]2[c:9]([cH:10][cH:11]1)[CH2:8][CH:7]([C:12]1([CH3:18])[NH:13][C:14](=[O:17])[O:15][CH2:16]1)[CH2:6][CH2:5]2.